Task: describe an organic reaction: reactants, conditions, products, and yield. Dataset: the Open Reaction Database (ORD), a public repository of structured organic reaction records Starting materials: C(C=1C(C(=O)OC2CC(NC(C2)(C)C)(C)C)=CC=CC1)(=O)OC1CC(NC(C1)(C)C)(C)C (di-(2,2,6,6-tetramethyl-piperidin-4-yl) phthalate), C(C)(C)(C)OO (t-butyl hydroperoxide), C(C)(C)(C)OO (t-butyl hydroperoxide), C(C)(C)(C)OO (t-butyl hydroperoxide). Reagents/catalysts: [Mo](=O)(=O)=O (molybdenum trioxide). The solvent is C1CCCCC1 (cyclohexane). Conditions: temperature 140 celsius, time 75 minute. Yields the product C(C=1C(C(=O)OC2CC(N(C(C2)(C)C)OC2CCCCC2)(C)C)=CC=CC1)(=O)OC1CC(N(C(C1)(C)C)OC1CCCCC1)(C)C (Di-(1-cyclohexyloxy-2,2,6,6-tetramethylpiperidin-4-yl) Phthalate). Yield: 143.3%. RXN SMILES: [C:1]([O:22][CH:23]1[CH2:28][C:27]([CH3:30])([CH3:29])[NH:26][C:25]([CH3:32])([CH3:31])[CH2:24]1)(=[O:21])[C:2]1[C:3](=[CH:17][CH:18]=[CH:19][CH:20]=1)[C:4]([O:6][CH:7]1[CH2:12][C:11]([CH3:14])([CH3:13])[NH:10][C:9]([CH3:16])([CH3:15])[CH2:8]1)=[O:5].[C:33]([O:37]O)([CH3:36])([CH3:35])C>[Mo](=O)(=O)=O.C1CCCCC1>[C:4]([O:6][CH:7]1[CH2:8][C:9]([CH3:16])([CH3:15])[N:10]([O:37][CH:33]2[CH2:36][CH2:17][CH2:3][CH2:4][CH2:35]2)[C:11]([CH3:13])([CH3:14])[CH2:12]1)(=[O:5])[C:3]1[C:2](=[CH:20][CH:19]=[CH:18][CH:17]=1)[C:1]([O:22][CH:23]1[CH2:24][C:25]([CH3:32])([CH3:31])[N:26]([O:37][CH:33]2[CH2:36][CH2:20][CH2:2][CH2:1][CH2:35]2)[C:27]([CH3:30])([CH3:29])[CH2:28]1)=[O:21]. Procedure details: A mixture of 30.0 g (67.5 mmol) of di-(2,2,6,6-tetramethyl-piperidin-4-yl) phthalate, 27.5 g (214 mmol) of 70% aqueous t-butyl hydroperoxide, 2.0 g of molybdenum trioxide, and 200 ml of cyclohexane is heated to reflux. Water is collected in a Dean-Stark trap. After 75 min., the reaction mixture becomes red. Another portion of t-butyl hydroperoxide (42.5 g, 70%, 330 mmol) is added over 30 minutes. After the additional water is collected, the reaction mixture is transferred to a Fischer-Porter bot... Reactants: CC(C)(O)c1ccc2c(c1)C(=CCCBr)c1cccnc1CO2, CC#N, COC(=O)CC1CNCCN1c1ccc(Cl)cc1, [K+], [K+], O=C([O-])[O-], O. Yields the product COC(=O)CC1CN(CCC=C2c3cc(C(C)(C)O)ccc3OCc3ncccc32)CCN1c1ccc(Cl)cc1. Reaction SMILES: [Br:25][CH2:26][CH2:27][CH:28]=[C:29]1[c:30]2[c:31]([cH:40][cH:41][c:42]([C:44]([CH3:45])([CH3:46])[OH:47])[cH:43]2)[O:32][CH2:33][c:34]2[c:35]1[cH:36][cH:37][cH:38][n:39]2.[C:49](#[N:50])[CH3:51].[Cl:1][c:2]1[cH:3][cH:4][c:5]([N:8]2[CH:9]([CH2:14][C:15](=[O:16])[O:17][CH3:18])[CH2:10][NH:11][CH2:12][CH2:13]2)[cH:6][cH:7]1.[K+:19].[K+:20].[O-:21][C:22]([O-:23])=[O:24].[OH2:48]>>[Cl:1][c:2]1[cH:3][cH:4][c:5]([N:8]2[CH:9]([CH2:14][C:15](=[O:16])[O:17][CH3:18])[CH2:10][N:11]([CH2:26][CH2:27][CH:28]=[C:29]3[c:30]4[c:31]([cH:40][cH:41][c:42]([C:44]([CH3:45])([CH3:46])[OH:47])[cH:43]4)[O:32][CH2:33][c:34]4[c:35]3[cH:36][cH:37][cH:38][n:39]4)[CH2:12][CH2:13]2)[cH:6][cH:7]1. Run at time 16 hour. Starting materials: COC(=O)C1=CC=CC=2C3C(OC21)CC(C3N=[N+]=[N-])O (1-azido-2-hydroxy-2,3,3a,8b-tetrahydro-1H-cyclopenta[b]benzofuran-5-carboxylic acid methyl ester), C(O)([O-])=O.[Na+] (sodium hydrogencarbonate). The product is COC(=O)C1=CC=CC=2C3C(OC21)CC(C3N=[N+]=[N-])OC3OCCCC3 (1-azido-2-tetrahydropyranyloxy-2,3,3a,8b-tetrahydro-1H -cyclopenta[b]benzofuran-5-carboxylic acid methyl ester). Run in C1CCOC1 (THF), C1(=CC=C(C=C1)S(=O)(=O)O)C (p-toluenesulfonic acid), O1CCCC=C1 (2,3-dihydropyrane). RXN SMILES: [CH3:1][O:2][C:3]([C:5]1[C:13]2[O:12][CH:11]3[CH2:14][CH:15]([OH:20])[CH:16]([N:17]=[N+:18]=[N-:19])[CH:10]3[C:9]=2[CH:8]=[CH:7][CH:6]=1)=[O:4].[C:21](=[O:24])([O-])O.[Na+]>C1COCC1.C1(C)C=CC(S(O)(=O)=O)=CC=1.O1C=CCCC1>[CH3:1][O:2][C:3]([C:5]1[C:13]2[O:12][CH:11]3[CH2:14][CH:15]([O:20][CH:7]4[CH2:6][CH2:5][CH2:3][CH2:21][O:24]4)[CH:16]([N:17]=[N+:18]=[N-:19])[CH:10]3[C:9]=2[CH:8]=[CH:7][CH:6]=1)=[O:4] |f:1.2|. Procedure: (1RS, 2RS, 3aSR, 8bRS)-1-azido-2-hydroxy-2,3,3a,8b-tetrahydro-1H-cyclopenta[b]benzofuran-5-carboxylic acid methyl ester (2) (2.5 g) was dissolved in anhydrous THF (40 ml) followed-by addition of a catalytic amount of p-toluenesulfonic acid and 2,3-dihydropyrane (1.64 ml) and stirring for 16 hours at room temperature. A saturated aqueous solution of sodium hydrogencarbonate (50 ml) was added to the reaction mixture followed by extraction with ethyl acetate (150 ml, 100 ml), combining of the organ... Starting materials: C1(=CC=C(C=C1)S(=O)(=O)O)C (p-toluene sulfonic acid), ClC1=C(C=C(C=C1)C1(N(C(SC1)=NC)C)O)S(N)(=O)=O (4-(4-chloro-3-sulfamoylphenyl)-3-methyl-2-methylimino-1,3-thiazolidine-4-ol), C(C)(C)OC(C)C (diisopropyl ether). The solvent is C(C)O (ethanol). Product: ClC1=C(C=C(C=C1)C1(N(C(SC1)=NC)C)O)S(N)(=O)=O.CC=1C=CC(=CC1)S(=O)(=O)O (4-(4-Chloro-3-sulfamoylphenyl)-3-methyl-2-methylimino-1,3-thiazolidine-4-ol p-toluenesulfonate). As a reaction SMILES: [C:1]1([CH3:11])[CH:6]=[CH:5][C:4]([S:7]([OH:10])(=[O:9])=[O:8])=[CH:3][CH:2]=1.[Cl:12][C:13]1[CH:18]=[CH:17][C:16]([C:19]2([OH:27])[CH2:23][S:22][C:21](=[N:24][CH3:25])[N:20]2[CH3:26])=[CH:15][C:14]=1[S:28](=[O:31])(=[O:30])[NH2:29].C(OC(C)C)(C)C>C(O)C>[Cl:12][C:13]1[CH:18]=[CH:17][C:16]([C:19]2([OH:27])[CH2:23][S:22][C:21](=[N:24][CH3:25])[N:20]2[CH3:26])=[CH:15][C:14]=1[S:28](=[O:30])(=[O:31])[NH2:29].[CH3:11][C:1]1[CH:6]=[CH:5][C:4]([S:7]([OH:10])(=[O:9])=[O:8])=[CH:3][CH:2]=1 |f:4.5|. Procedure: 1 g of p-toluene sulfonic acid was added to a suspension of 1.5 g of 4-(4-chloro-3-sulfamoylphenyl)-3-methyl-2-methylimino-1,3-thiazolidine-4-ol in 10 ml of ethanol. The clear solution was poured into 60 ml of diisopropyl ether and the oil so obtained was recrystallized by treating with diethyl ether. Colorless crystals were obtained which were decomposed from 94° C onwards.